From a dataset of the Open Reaction Database (ORD), a public repository of structured organic reaction records. describe an organic reaction: reactants, conditions, products, and yield The reactants are ClC1=C(C(CN2C=NC=C2)OCC2=C(C=C(C=C2)Cl)Cl)C=CC(=C1)Cl (1-[2,4-dichloro-β-(2,4-dichlorobenzyloxy)phenethyl]imidazole), ClCC(=O)C1=CC=C(C=C1)F (2-chloro-4'-fluoroacetophenone). Run in C(Cl)Cl (methylene chloride). Product: [Cl-].ClC1=C(C(C[N+]2=CN(C=C2)CC(C2=CC=C(C=C2)F)=O)OCC2=C(C=C(C=C2)Cl)Cl)C=CC(=C1)Cl (1-[2,4-dichloroβ-(2,4-dichlorobenzyloxy)phenethyl]-3-(p-fluorobenzoylmethyl)imidazolium chloride). Reaction SMILES: [Cl:1][C:2]1[CH:24]=[C:23]([Cl:25])[CH:22]=[CH:21][C:3]=1[CH:4]([O:11][CH2:12][C:13]1[CH:18]=[CH:17][C:16]([Cl:19])=[CH:15][C:14]=1[Cl:20])[CH2:5][N:6]1[CH:10]=[CH:9][N:8]=[CH:7]1.Cl[CH2:27][C:28]([C:30]1[CH:35]=[CH:34][C:33]([F:36])=[CH:32][CH:31]=1)=[O:29]>C(Cl)Cl>[Cl-:1].[Cl:1][C:2]1[CH:24]=[C:23]([Cl:25])[CH:22]=[CH:21][C:3]=1[CH:4]([O:11][CH2:12][C:13]1[CH:18]=[CH:17][C:16]([Cl:19])=[CH:15][C:14]=1[Cl:20])[CH2:5][N+:6]1[CH:10]=[CH:9][N:8]([CH2:27][C:28](=[O:29])[C:30]2[CH:35]=[CH:34][C:33]([F:36])=[CH:32][CH:31]=2)[CH:7]=1 |f:3.4|. Reported procedure: In a manner similar to that previously described, 4.2 parts of 1-[2,4-dichloro-β-(2,4-dichlorobenzyloxy)phenethyl]imidazole, 1.7 parts of 2-chloro-4'-fluoroacetophenone and 40 parts of methylene chloride are mixed together and stirred at reflux temperature for 15 hours. Thereafter, the solvent is evaporated under reduced pressure and the residue triturated in 4-methyl-2-pentanone. The solid is recovered by filtration and crystallized from acetonitrile to obtain a purified 1-[2,4-dichloroβ-(2,4-d... The reactants are O=C1CCC(=O)N1Cl, ClCCl, CCC(=O)c1cc(Br)ccc1N. Reaction SMILES: [Cl:13][N:14]1[C:15](=[O:16])[CH2:17][CH2:18][C:19]1=[O:20].[Cl:21][CH2:22][Cl:23].[NH2:1][c:2]1[c:3]([C:9]([CH2:10][CH3:11])=[O:12])[cH:4][c:5]([Br:8])[cH:6][cH:7]1>>[NH2:1][c:2]1[c:3]([C:9]([CH2:10][CH3:11])=[O:12])[cH:4][c:5]([Br:8])[cH:6][c:7]1[Cl:13]. Product: CCC(=O)c1cc(Br)cc(Cl)c1N. The reactants are diazonium salt, NC=1C(=C(C(=O)OC)C=C(C1C)F)Cl (methyl 3-amino-2-chloro-5-fluoro-4-methylbenzoate), N(=O)[O-].[Na+].Cl (NaNO2 HCl). The reagents and catalysts are Cl[Cu] (CuCl). Solvent: Cl (HCl). Run at time 1 hour. The product is ClC1=C(C(=O)O)C=C(C(=C1Cl)C)F (2,3-Dichloro-5-fluoro-4-methylbenzoic acid). As a reaction SMILES: N[C:2]1[C:3]([Cl:14])=[C:4]([CH:9]=[C:10]([F:13])[C:11]=1[CH3:12])[C:5]([O:7]C)=[O:6].N([O-])=O.[Na+].[ClH:19]>Cl.Cl[Cu]>[Cl:14][C:3]1[C:2]([Cl:19])=[C:11]([CH3:12])[C:10]([F:13])=[CH:9][C:4]=1[C:5]([OH:7])=[O:6] |f:1.2.3|. Procedure: 8 g of methyl 3-amino-2-chloro-5-fluoro-4-methylbenzoate are diazotized with NaNO2 /HCl in aqueous solution. This diazonium salt solution is added dropwise to a solution of 4.1 g of CuCl in 16 ml of concentrated HCl. The mixture is then warmed until no further gas is formed. After cooling, the solid which has precipitated is separated off and taken up in 30 ml of 50% strength EtOH. After addition of 2.3 g of NaOH, the mixture is boiled for 1 hour. After cooling to room temperature, the mixture i... The reactants are triamide, N(C(=O)N)C1=CC(=CC(=C1)NC(=O)N)NC(=O)N (1,3,5-triureido benzene). Run in CCOCC (ether). The product is N(=C=O)C1=CC(=CC(=C1)N=C=O)N=C=O (1,3,5-triisocyanato-benzene), N (ammonia). RXN SMILES: [NH:1]([C:5]1[CH:10]=[C:9]([NH:11][C:12](N)=[O:13])[CH:8]=[C:7]([NH:15][C:16](N)=[O:17])[CH:6]=1)[C:2](N)=[O:3]>CCOCC>[N:1]([C:5]1[CH:6]=[C:7]([N:15]=[C:16]=[O:17])[CH:8]=[C:9]([N:11]=[C:12]=[O:13])[CH:10]=1)=[C:2]=[O:3].[NH3:1]. Procedure: Like the triamide, 1,3,5-triureido benzene is also known. It is obtained from 1,3,5-triisocyanato-benzene with ammonia in ether (Gill et al., Soc. 1949, 1753; WG P 815 486). With the process according to the invention it is formed by treatment of benzene tricarboxylic acid-(1,3,5)-tri-N-chloramide with ammonia. Expediently, tri-N-chloramide is suspended in water, reacted with ammonia in the presence of cooling, followed by vigorous mixing of the reaction mixture. The reaction mixture should ther... Reactants: CN1CCOCC1 (N-methylmorpholine), ClCCCCC(C(=O)O)C1=CC(=C(C=C1)OC(F)(F)F)F (6-chloro-2-(3-fluoro-4-(trifluoromethoxy)phenyl)hexanoic acid), NN (hydrazine), FC=1C=C(C=CC1N1N=CN=C1C)NC(=N)[S-] (3-Fluoro-4-(5-methyl-1H-1,2,4-triazol-1-yl)phenylcarbamimidothioate), I (hydroiodide), C(C)(C)N(C(C)C)CC (N,N-diisopropylethylamine). Procedure details: 3-Fluoro-4-(5-methyl-1H-1,2,4-triazol-1-yl)phenylcarbamimidothioate, hydroiodide (0.330 g, 0.839 mmol, from preparation C) and 6-chloro-2-(3-fluoro-4-(trifluoromethoxy)phenyl)hexanoic acid (0.345 g, 1.05 mmol, from preparation AY) were coupled [N-methylmorpholine (0.461 mL, 4.20 mmol) was substituted for N,N-diisopropylethylamine] and then reacted with hydrazine (0.132 mL, 4.20 mmol) using a procedure analogous to Step A of Example 13. After an aqueous workup, the crude product, 5-(5-chloro-1-(3... RXN SMILES: [F:1][C:2]1[CH:3]=[C:4]([NH:14][C:15]([S-])=[NH:16])[CH:5]=[CH:6][C:7]=1[N:8]1[C:12]([CH3:13])=[N:11][CH:10]=[N:9]1.I.[Cl:19][CH2:20][CH2:21][CH2:22][CH2:23][CH:24]([C:28]1[CH:33]=[CH:32][C:31]([O:34][C:35]([F:38])([F:37])[F:36])=[C:30]([F:39])[CH:29]=1)[C:25](O)=O.CN1CCOCC1.C(N(CC)C(C)C)(C)C.[NH2:56][NH2:57]>>[Cl:19][CH2:20][CH2:21][CH2:22][CH2:23][CH:24]([C:25]1[NH:57][N:56]=[C:15]([NH:14][C:4]2[CH:5]=[CH:6][C:7]([N:8]3[C:12]([CH3:13])=[N:11][CH:10]=[N:9]3)=[C:2]([F:1])[CH:3]=2)[N:16]=1)[C:28]1[CH:33]=[CH:32][C:31]([O:34][C:35]([F:36])([F:37])[F:38])=[C:30]([F:39])[CH:29]=1. Product: crude product, ClCCCCC(C1=CC(=C(C=C1)OC(F)(F)F)F)C1=NC(=NN1)NC1=CC(=C(C=C1)N1N=CN=C1C)F (5-(5-chloro-1-(3-fluoro-4-(trifluoromethoxy)phenyl)pentyl)-N-(3-fluoro-4-(5-methyl-1H-1,2,4-triazol-1-yl)phenyl)-1H-1,2,4-triazol-3-amine). Starting materials: NC=1C=C2C(NC(C2=CC1N)=O)=O (5,6-Diaminoisoindoline-1,3-dione), ClC1=CC=NC(=C1C=O)OC (4-chloro-2-methoxynicotinaldehyde). The yield is 87.5%. As a reaction SMILES: [NH2:1][C:2]1[CH:3]=[C:4]2[C:8](=[CH:9][C:10]=1[NH2:11])[C:7](=[O:12])[NH:6][C:5]2=[O:13].[Cl:14][C:15]1[C:20]([CH:21]=O)=[C:19]([O:23][CH3:24])[N:18]=[CH:17][CH:16]=1>CO.CC(O)=O.O>[Cl:14][C:15]1[CH:16]=[CH:17][N:18]=[C:19]([O:23][CH3:24])[C:20]=1[C:21]1[NH:11][C:10]2=[CH:9][C:8]3[C:7](=[O:12])[NH:6][C:5](=[O:13])[C:4]=3[CH:3]=[C:2]2[N:1]=1 |f:2.3|. Procedure details: 5,6-Diaminoisoindoline-1,3-dione (2.88 g, 16.26 mmol) and 4-chloro-2-methoxynicotinaldehyde (2.79 g, 16.26 mmol) were suspended in MeOH/HOAc (200 mL, 3/1 v/v) at rt under air. The reaction mixture was stirred under air overnight and diluted with 200 mL of water. The solid was filtered, washed with acetone and recrystallized from hot EtOAc to give a pale-yellow solid product, 4.67 g, 87.5% yield. MS: 329.0 [M+H]+. 1H NMR (DMSO-d6, 500 MHz): δ 13.23 (s, 1H), 8.36 (d, 1H, J=5.5 Hz), 8.02 (S, 2H), 7... Run in O (water), CO.CC(=O)O (MeOH HOAc). Reaction conditions: time 8 hour. The product is ClC1=C(C(=NC=C1)OC)C1=NC=2C(=CC=3C(NC(C3C2)=O)=O)N1 (2-(4-Chloro-2-methoxypyridin-3-yl)imidazo[4,5-f]isoindole-5,7(1H, 6H)-dione).